Dataset: the Open Reaction Database (ORD), a public repository of structured organic reaction records. Task: describe an organic reaction: reactants, conditions, products, and yield Starting materials: [BH4-], O=CNc1nc(SCc2ccccc2)nn1-c1ccccc1, CC(=O)O, [Na+], C1COCCO1. Product: CNc1nc(SCc2ccccc2)nn1-c1ccccc1. RXN SMILES: [BH4-:29].[CH2:1]([c:2]1[cH:3][cH:4][cH:5][cH:6][cH:7]1)[S:8][c:9]1[n:10][n:11](-[c:17]2[cH:18][cH:19][cH:20][cH:21][cH:22]2)[c:12]([NH:14][CH:15]=[O:16])[n:13]1.[CH3:31][C:32](=[O:33])[OH:34].[Na+:30].[O:23]1[CH2:24][CH2:25][O:26][CH2:27][CH2:28]1>>[CH2:1]([c:2]1[cH:3][cH:4][cH:5][cH:6][cH:7]1)[S:8][c:9]1[n:10][n:11](-[c:17]2[cH:18][cH:19][cH:20][cH:21][cH:22]2)[c:12]([NH:14][CH3:15])[n:13]1. Starting materials: CI (methyl iodide), C(C)OCCOC=1C(=NSN1)C=1C=NC=CC1 (3-(4-(2-ethoxyethoxy)-1,2,5-thiadiazol-3-yl) pyridine). The solvent is CC(=O)C (acetone). Conditions: time 18 hour. Product: [I-].C(C)OCCOC=1C(=NSN1)C=1C=[N+](C=CC1)C (3-(4-(2-ethoxyethoxy)-1,2,5-thiadiazol-3-yl)-1-methylpyridinium iodide). As a reaction SMILES: [CH3:1][I:2].[CH2:3]([O:5][CH2:6][CH2:7][O:8][C:9]1[C:10]([C:14]2[CH:15]=[N:16][CH:17]=[CH:18][CH:19]=2)=[N:11][S:12][N:13]=1)[CH3:4]>CC(C)=O>[I-:2].[CH2:3]([O:5][CH2:6][CH2:7][O:8][C:9]1[C:10]([C:14]2[CH:15]=[N+:16]([CH3:1])[CH:17]=[CH:18][CH:19]=2)=[N:11][S:12][N:13]=1)[CH3:4] |f:3.4|. Reported procedure: A mixture of methyl iodide (0.5 ml, 9 mmol) and 3-(4-(2-ethoxyethoxy)-1,2,5-thiadiazol-3-yl) pyridine (4 mmol) in acetone (3 ml) was stirred at room temperature for 18 h. The title compound precipitated from the solution and was collected by filtration to yield 1.45 g (92%). Procedure: (2-Chloro-(3-pyridyl))-N-(4-imidazolylphenyl)-carboxamide was treated with 4-aminomethylpyridine (0.100 g, 0.93 mmol) and heated neat at 120° C. for 18 h. After cooling to RT, the material was purified by preparative HPLC. The final product was converted into an HCl salt by dissolution in a minimum of MeOH, treatment with an HCl ethereal solution, and evaporation of solvent. MS: (ES+) 371 (M+1)+; (ES−): 369 (M−1)−. Calc'd. for C21H18N6O—370.15. Starting materials: ClC1=NC=CC=C1C(=O)NC1=CC=C(C=C1)C=1NC=CN1 ((2-Chloro-(3-pyridyl))-N-(4-imidazolylphenyl)-carboxamide), NCC1=CC=NC=C1 (4-aminomethylpyridine). Conditions: temperature 120 celsius. The product is Cl.N1C(=NC=C1)C1=CC=C(C=C1)NC(=O)C=1C(=NC=CC1)NCC1=CC=NC=C1 (N-(4-imidazolylphenyl){2-[(4-pyridylmethyl)amino](3-pyridyl)}carboxamide hydrochloride). As a reaction SMILES: [Cl:1][C:2]1[C:7]([C:8]([NH:10][C:11]2[CH:16]=[CH:15][C:14]([C:17]3[NH:18][CH:19]=[CH:20][N:21]=3)=[CH:13][CH:12]=2)=[O:9])=[CH:6][CH:5]=[CH:4][N:3]=1.[NH2:22][CH2:23][C:24]1[CH:29]=[CH:28][N:27]=[CH:26][CH:25]=1>>[ClH:1].[NH:21]1[CH:20]=[CH:19][N:18]=[C:17]1[C:14]1[CH:15]=[CH:16][C:11]([NH:10][C:8]([C:7]2[C:2]([NH:22][CH2:23][C:24]3[CH:29]=[CH:28][N:27]=[CH:26][CH:25]=3)=[N:3][CH:4]=[CH:5][CH:6]=2)=[O:9])=[CH:12][CH:13]=1 |f:2.3|. Starting materials: C=CCC1(c2ccc(F)cc2)CCN(C(C)c2ccc(-c3ccc[nH]c3=O)cc2)C(=O)O1, [H-], CI, [Na+], CN(C)C=O. Product: C=CCC1(c2ccc(F)cc2)CCN(C(C)c2ccc(-c3cccn(C)c3=O)cc2)C(=O)O1. RXN SMILES: [CH2:1]([CH:2]=[CH2:3])[C:4]1([c:26]2[cH:27][cH:28][c:29]([F:32])[cH:30][cH:31]2)[CH2:5][CH2:6][N:7]([CH:11]([CH3:12])[c:13]2[cH:14][cH:15][c:16](-[c:19]3[c:20](=[O:25])[nH:21][cH:22][cH:23][cH:24]3)[cH:17][cH:18]2)[C:8](=[O:10])[O:9]1.[H-:33].[I:35][CH3:36].[Na+:34].[O:37]=[CH:38][N:39]([CH3:40])[CH3:41]>>[CH2:1]([CH:2]=[CH2:3])[C:4]1([c:26]2[cH:27][cH:28][c:29]([F:32])[cH:30][cH:31]2)[CH2:5][CH2:6][N:7]([CH:11]([CH3:12])[c:13]2[cH:14][cH:15][c:16](-[c:19]3[c:20](=[O:25])[n:21]([CH3:36])[cH:22][cH:23][cH:24]3)[cH:17][cH:18]2)[C:8](=[O:10])[O:9]1.